Dataset: the Open Reaction Database (ORD), a public repository of structured organic reaction records. Task: describe an organic reaction: reactants, conditions, products, and yield The solvent is C1(=CC=CC=C1)C (toluene), O (water), CCOC(=O)C (EtOAc). Product: C1(CC1)C1=CC2=C(N(N=C2C=C1[N+](=O)[O-])C=1C=NC(=CC1)OC1=CC=C(C=C1)F)C(=O)NC (5-cyclopropyl-2-[6-(4-fluorophenoxy)pyridin-3-yl]-N-methyl-6-nitro-2H-indazole-3-carboxamide). Reactants: C(Cl)Cl (CH2Cl2), BrC1=CC2=C(N(N=C2C=C1[N+](=O)[O-])C=1C=NC(=CC1)OC1=CC=C(C=C1)F)C(=O)NC (5-bromo-2-[6-(4-fluorophenoxy)pyridin-3-yl]-N-methyl-6-nitro-2H-indazole-3-carboxamide), P(=O)([O-])([O-])[O-].[K+].[K+].[K+] (potassium phosphate), C1(CC1)[B-](F)(F)F.[K+] (potassium cyclopropyltrifluoroborate). RXN SMILES: Br[C:2]1[C:10]([N+:11]([O-:13])=[O:12])=[CH:9][C:8]2[C:4](=[C:5]([C:28]([NH:30][CH3:31])=[O:29])[N:6]([C:14]3[CH:15]=[N:16][C:17]([O:20][C:21]4[CH:26]=[CH:25][C:24]([F:27])=[CH:23][CH:22]=4)=[CH:18][CH:19]=3)[N:7]=2)[CH:3]=1.P([O-])([O-])([O-])=O.[K+].[K+].[K+].[CH:40]1([B-](F)(F)F)[CH2:42][CH2:41]1.[K+].C(Cl)Cl>C1(C)C=CC=CC=1.O.CCOC(C)=O.C1C=CC(P(C2C=CC=CC=2)[C-]2C=CC=C2)=CC=1.C1C=CC(P(C2C=CC=CC=2)[C-]2C=CC=C2)=CC=1.Cl[Pd]Cl.[Fe+2]>[CH:40]1([C:2]2[C:10]([N+:11]([O-:13])=[O:12])=[CH:9][C:8]3[C:4](=[C:5]([C:28]([NH:30][CH3:31])=[O:29])[N:6]([C:14]4[CH:15]=[N:16][C:17]([O:20][C:21]5[CH:22]=[CH:23][C:24]([F:27])=[CH:25][CH:26]=5)=[CH:18][CH:19]=4)[N:7]=3)[CH:3]=2)[CH2:42][CH2:41]1 |f:1.2.3.4,5.6,11.12.13.14|. Yield: 74.5%. The reagents and catalysts are C1=CC=C(C=C1)P([C-]2C=CC=C2)C3=CC=CC=C3.C1=CC=C(C=C1)P([C-]2C=CC=C2)C3=CC=CC=C3.Cl[Pd]Cl.[Fe+2] (Pd(dppf)Cl2). Reported procedure: A degassed suspension of 5-bromo-2-[6-(4-fluorophenoxy)pyridin-3-yl]-N-methyl-6-nitro-2H-indazole-3-carboxamide (10 mg, 0.021 mmol), potassium phosphate (35 mg, 0.16 mmol), potassium cyclopropyltrifluoroborate (19 mg, 0.13 mmol) and Pd(dppf)Cl2.CH2Cl2 (3 mg, 0.004 mmol) in toluene (1 mL) and water (0.1 mL) was heated under microwave irradiation at 110° C. for 1 h. The reaction mixture was diluted with EtOAc (3 mL), washed with water (1 mL) and brine (1 mL), then dried (MgSO4) and concentrated to... The reactants are [BH4-], CCO, [Na+], CCOC(=O)c1cccc(C(=O)OCC)n1. Yields the product CCOC(=O)c1cccc(CO)n1. Reaction SMILES: [BH4-:1].[CH3:19][CH2:20][OH:21].[Na+:2].[n:3]1[c:4]([C:14](=[O:15])[O:16][CH2:17][CH3:18])[cH:5][cH:6][cH:7][c:8]1[C:9](=[O:10])[O:11][CH2:12][CH3:13]>>[n:3]1[c:4]([C:14](=[O:15])[O:16][CH2:17][CH3:18])[cH:5][cH:6][cH:7][c:8]1[CH2:9][OH:10]. The reactants are ClCCCCC(C1=CC=C(C=C1)F)C=1C=NC=CC1 (3-[5-chloro-1-(4-fluorophenyl)pentyl]pyridine), NC(=O)C1CN(CCN1)CC(=O)NC1=C(C=C(C=C1Cl)C(=O)N)Cl (3-(aminocarbonyl)-N-[4-(aminocarbonyl)-2,6-dichlorophenyl]-1-piperazineacetamide), C([O-])([O-])=O.[Na+].[Na+] (sodium carbonate), [I-].[K+] (potassium iodide). Run in CN(C(C)=O)C (N,N-dimethylacetamide). Run at temperature 90 celsius, time 48 hour. Product: Cl.Cl.Cl.NC(=O)C1=CC(=C(C(=C1)Cl)NC(CN1CCN(CC1)CCCCC(C=1C=NC=CC1)C1=CC=C(C=C1)F)=O)Cl (N-[4-(aminocarbonyl)-2,6-dichlorophenyl]-4-[5-(4-fluorophenyl)-5-(3-pyridinyl)pentyl]-1-piperazineacetamide trihydrochloride), dihydrate. As a reaction SMILES: [Cl:1][CH2:2][CH2:3][CH2:4][CH2:5][CH:6]([C:14]1[CH:15]=[N:16][CH:17]=[CH:18][CH:19]=1)[C:7]1[CH:12]=[CH:11][C:10]([F:13])=[CH:9][CH:8]=1.NC([CH:23]1[NH:28][CH2:27][CH2:26][N:25]([CH2:29][C:30]([NH:32][C:33]2[C:38]([Cl:39])=[CH:37][C:36]([C:40]([NH2:42])=[O:41])=[CH:35][C:34]=2[Cl:43])=[O:31])[CH2:24]1)=O.C(=O)([O-])[O-].[Na+].[Na+].[I-].[K+]>CN(C)C(=O)C>[ClH:1].[ClH:39].[ClH:1].[NH2:42][C:40]([C:36]1[CH:35]=[C:34]([Cl:43])[C:33]([NH:32][C:30](=[O:31])[CH2:29][N:25]2[CH2:24][CH2:23][N:28]([CH2:2][CH2:3][CH2:4][CH2:5][CH:6]([C:7]3[CH:12]=[CH:11][C:10]([F:13])=[CH:9][CH:8]=3)[C:14]3[CH:15]=[N:16][CH:17]=[CH:18][CH:19]=3)[CH2:27][CH2:26]2)=[C:38]([Cl:39])[CH:37]=1)=[O:41] |f:2.3.4,5.6,8.9.10.11|. Procedure details: A mixture of 4.72 parts of 3-[5-chloro-1-(4-fluorophenyl)pentyl]pyridine, 5.62 parts of 3-(aminocarbonyl)-N-[4-(aminocarbonyl)-2,6-dichlorophenyl]-1-piperazineacetamide, 1.58 parts of sodium carbonate, 0.1 parts of potassium iodide and 90 parts of N,N-dimethylacetamide was stirred for 48 hours at ±90° C. After evaporation, the residue was taken up in water and the product was extracted twice with dichlormethane. The combined extracts were washed with water, dried, filtered and evaporated. The re... The reactants are thick oil, C1=CN(C(=O)N=C1N)[C@H]2C([C@@H]([C@H](O2)CO)O)(F)F (Gemcitabine), Cl (HCl). Run in O1CCOCC1 (1,4-Dioxane). Conditions: temperature 12.5 celsius, time 15 minute. Product: C1=CN(C(=O)N=C1N)[C@H]2C([C@@H]([C@H](O2)CO)O)(F)F.Cl (Gemcitabine Hydrochloride). Reaction SMILES: [CH:1]1[C:7]([NH2:8])=[N:6][C:4](=[O:5])[N:3]([C@@H:9]2[O:13][C@H:12]([CH2:14][OH:15])[C@@H:11]([OH:16])[C:10]2([F:18])[F:17])[CH:2]=1.[ClH:19]>O1CCOCC1>[CH:1]1[C:7]([NH2:8])=[N:6][C:4](=[O:5])[N:3]([C@@H:9]2[O:13][C@H:12]([CH2:14][OH:15])[C@@H:11]([OH:16])[C:10]2([F:17])[F:18])[CH:2]=1.[ClH:19] |f:3.4|. Procedure details: To the 20 g of thick oil of Gemcitabine base obtained as in example 3 was added 1,4-Dioxane (120 ml) and the mixture was heated to 60°-68° C. and stirred for 15 minutes. Conc. HCl (10 ml) was then added to the mixture and the contents were heated at same temperature for one hour. Reaction mass was then cooled to 10-15° C. and maintained for 30 minutes. The solid thus obtained was filtered off and washed with 1,4-Dioxane and dried under vacuum at 55-60° C. to get 8 g material with Specific Optica... The reactants are [BH3-]C#N, C=O, C1CCOC1, Cn1nnnc1-c1cccc(NC(=O)NCC2CCCCC2NCCCc2ccc(F)cc2)c1, ClCCl, [Na+]. Yields the product CN(CCCc1ccc(F)cc1)C1CCCCC1CNC(=O)Nc1cccc(-c2nnnn2C)c1. Reaction SMILES: [C:37]([BH3-:38])#[N:39].[CH2:35]=[O:36].[CH2:44]1[O:45][CH2:46][CH2:47][CH2:48]1.[CH3:1][n:2]1[n:3][n:4][n:5][c:6]1-[c:7]1[cH:8][c:9]([NH:13][C:14](=[O:15])[NH:16][CH2:17][CH:18]2[CH:19]([NH:24][CH2:25][CH2:26][CH2:27][c:28]3[cH:29][cH:30][c:31]([F:34])[cH:32][cH:33]3)[CH2:20][CH2:21][CH2:22][CH2:23]2)[cH:10][cH:11][cH:12]1.[Cl:41][CH2:42][Cl:43].[Na+:40]>>[CH3:1][n:2]1[n:3][n:4][n:5][c:6]1-[c:7]1[cH:8][c:9]([NH:13][C:14](=[O:15])[NH:16][CH2:17][CH:18]2[CH:19]([N:24]([CH2:25][CH2:26][CH2:27][c:28]3[cH:29][cH:30][c:31]([F:34])[cH:32][cH:33]3)[CH3:37])[CH2:20][CH2:21][CH2:22][CH2:23]2)[cH:10][cH:11][cH:12]1. Reactants: OC=1C(=NC=CC1)C(=O)O (3-Hydroxypicolinic acid), solution, C[Si](C)(C)C=[N+]=[N-] (trimethylsilyldiazomethane). Solvent: CO (methanol), C1(=CC=CC=C1)C (toluene), CCCCCC (hexane). Conditions: time 8 hour. The product is OC=1C(=NC=CC1)C(=O)OC (methyl 3-hydroxypicolinate). Isolated yield 41.0%. RXN SMILES: [OH:1][C:2]1[C:3]([C:8]([OH:10])=[O:9])=[N:4][CH:5]=[CH:6][CH:7]=1.[CH3:11][Si](C=[N+]=[N-])(C)C>C1(C)C=CC=CC=1.CO.CCCCCC>[OH:1][C:2]1[C:3]([C:8]([O:10][CH3:11])=[O:9])=[N:4][CH:5]=[CH:6][CH:7]=1. Procedure details: 3-Hydroxypicolinic acid (5.0 g) was dissolved in 350 ml of toluene and 100 ml of methanol. A 2 M solution (25 ml) of trimethylsilyldiazomethane in hexane was added dropwise to the solution, and a reaction was allowed to proceed at room temperature overnight. The reaction solution was concentrated under the reduced pressure. Methylene chloride (100 ml) and water (100 ml) were then added to the concentrate to conduct extraction. The aqueous layer was then extracted with methylene chloride. The org... Starting materials: [Na] (sodium), Cl.C(C)(=N)N (acetamidine hydrochloride), C1(=CC=C(C=C1)N=C=O)C (4-tolyl isocyanate). Solvent: CC(=O)C (acetone), CC(=O)C (acetone). Product: C1(=CC=C(C=C1)NC(=O)NC(C)=N)C (1-(4-Tolyl)-3-(acetimidoyl)urea). RXN SMILES: [Na].Cl.[C:3]([NH2:6])(=[NH:5])[CH3:4].[C:7]1([CH3:16])[CH:12]=[CH:11][C:10]([N:13]=[C:14]=[O:15])=[CH:9][CH:8]=1>CC(C)=O>[C:7]1([CH3:16])[CH:12]=[CH:11][C:10]([NH:13][C:14]([NH:5][C:3](=[NH:6])[CH3:4])=[O:15])=[CH:9][CH:8]=1 |f:1.2,^1:0|. Reported procedure: Following a procedure similar to that described in Example 23 but using 4.6 g. sodium in 500 ml. dry acetone, 18.8 g. acetamidine hydrochloride and 26.6 g. 4-tolyl isocyanate in 120 ml. of dry acetone, there was obtained after recrystallization from isopropyl alcohol 27.1 g. 1-(4-tolyl)-3-(acetimidoyl) urea hydrochloride; m.p. 210°-212°C.